Task: describe an organic reaction: reactants, conditions, products, and yield. Dataset: the Open Reaction Database (ORD), a public repository of structured organic reaction records The reactants are COC(=O)C1=NC(=C(N=C1)Cl)Br (6-bromo-5-chloro-pyrazine-2-carboxylic acid methyl ester), N1CCCC1 (pyrrolidine), [OH-].[K+] (KOH), C(CC)OC1=C(N=CC(=N1)C(=O)O)N1CCCC1 (6-Propoxy-5-pyrrolidin-1-yl-pyrazine-2-carboxylic acid). Solvent: COCCO (2-methoxy-ethanol). The product is COCCOC1=C(N=CC(=N1)C(=O)O)N1CCCC1 (6-(2-Methoxy-ethoxy)-5-pyrrolidin-1-yl-pyrazine-2-carboxylic acid). The yield is 17.0%. Reaction SMILES: [CH2:1]([O:4][C:5]1[N:10]=[C:9]([C:11]([OH:13])=[O:12])[CH:8]=[N:7][C:6]=1[N:14]1[CH2:18][CH2:17][CH2:16][CH2:15]1)[CH2:2]C.[CH3:19][O:20]C(C1C=NC(Cl)=C(Br)N=1)=O.N1CCCC1.[OH-].[K+]>COCCO>[CH3:19][O:20][CH2:2][CH2:1][O:4][C:5]1[N:10]=[C:9]([C:11]([OH:13])=[O:12])[CH:8]=[N:7][C:6]=1[N:14]1[CH2:18][CH2:17][CH2:16][CH2:15]1 |f:3.4|. Procedure details: In analogy to the procedure described for the synthesis of 6-propoxy-5-pyrrolidin-1-yl-pyrazine-2-carboxylic acid (example 10, step c), the title compound was synthesized from 6-bromo-5-chloro-pyrazine-2-carboxylic acid methyl ester, 2-methoxy-ethanol (commercially available), pyrrolidine (commercially available) and subsequent saponification with KOH in 17% yield. m/z (ES+): 268.0 (M+H).